Dataset: the Open Reaction Database (ORD), a public repository of structured organic reaction records. Task: describe an organic reaction: reactants, conditions, products, and yield Starting materials: CC(C(C#N)NC1=C(C=C(C=C1)C(F)(F)F)Cl)C (3-methyl-2-(2-chloro-4-trifluoromethylphenylamino)butyronitrile), OS(=O)(=O)O (H2SO4), ice. Solvent: O (water). Reaction conditions: time 24 hour. Product: FC(C1=CC=C(C=C1)NC(C(=O)N)C(C)C)(F)F (2-(4-trifluoromethylphenylamino)-3-methylbutyramide). RXN SMILES: [CH3:1][CH:2]([CH3:18])[CH:3]([NH:6][C:7]1[CH:12]=[CH:11][C:10]([C:13]([F:16])([F:15])[F:14])=[CH:9][C:8]=1Cl)[C:4]#[N:5].[OH:19]S(O)(=O)=O>O>[F:14][C:13]([F:16])([F:15])[C:10]1[CH:11]=[CH:12][C:7]([NH:6][CH:3]([CH:2]([CH3:18])[CH3:1])[C:4]([NH2:5])=[O:19])=[CH:8][CH:9]=1. Reported procedure: A mixture of 3.63 g (0.015 mol) of the above nitrile, 10 ml of conc. H2SO4 and 0.5 ml of water, under nitrogen, is allowed to stand at room temperature for about 24 hours. The mixture is poured onto about 40 g of ice and extracted with ether. The ether extracts are washed with water and brine, dried over sodium sulfate and solvent removed to give 2-(4-trifluoromethylphenylamino)-3-methylbutyramide (VI; R is hydrogen), which can be recrystallized from ether/hexane, m.p. 93°-94°. The reactants are O=C([O-])[O-], CCCn1c(=O)c2[nH]c(C=Cc3ccccc3)nc2n(CCC)c1=O, CI, CN(C)C=O, [K+], [K+]. The product is CCCn1c(=O)c2c(nc(C=Cc3ccccc3)n2C)n(CCC)c1=O. Reaction SMILES: [C:26](=[O:27])([O-:28])[O-:29].[CH2:1]([CH2:2][CH3:3])[n:4]1[c:5](=[O:6])[n:7]([CH2:23][CH2:24][CH3:25])[c:8]2[n:9][c:10]([CH:15]=[CH:16][c:17]3[cH:18][cH:19][cH:20][cH:21][cH:22]3)[nH:11][c:12]2[c:13]1=[O:14].[CH3:32][I:33].[CH3:34][N:35]([CH3:36])[CH:37]=[O:38].[K+:30].[K+:31]>>[CH2:1]([CH2:2][CH3:3])[n:4]1[c:5](=[O:6])[n:7]([CH2:23][CH2:24][CH3:25])[c:8]2[n:9][c:10]([CH:15]=[CH:16][c:17]3[cH:18][cH:19][cH:20][cH:21][cH:22]3)[n:11]([CH3:26])[c:12]2[c:13]1=[O:14]. Reactants: CCOC(=O)CCCn1c(Br)c(Cc2ccc(Cl)cc2)c2ccccc21, CC(C)C[Al+]CC(C)C, C1CCOC1, [H-]. Reaction SMILES: [Br:1][c:2]1[n:3]([CH2:19][CH2:20][CH2:21][C:22](=[O:23])[O:24][CH2:25][CH3:26])[c:4]2[cH:5][cH:6][cH:7][cH:8][c:9]2[c:10]1[CH2:11][c:12]1[cH:13][cH:14][c:15]([Cl:18])[cH:16][cH:17]1.[CH2:28]([Al+:29][CH2:30][CH:31]([CH3:32])[CH3:33])[CH:34]([CH3:35])[CH3:36].[CH2:37]1[O:38][CH2:39][CH2:40][CH2:41]1.[H-:27]>>[Br:1][c:2]1[n:3]([CH2:19][CH2:20][CH2:21][CH:22]=[O:23])[c:4]2[cH:5][cH:6][cH:7][cH:8][c:9]2[c:10]1[CH2:11][c:12]1[cH:13][cH:14][c:15]([Cl:18])[cH:16][cH:17]1. Yields the product O=CCCCn1c(Br)c(Cc2ccc(Cl)cc2)c2ccccc21. Product: CN1CCN(C(=O)CCCN2CC(C(=O)N(C)Cc3ccc(Cl)c(Cl)c3)=C(O)C2=O)CC1. The reactants are CN1CCNCC1, CN(Cc1ccc(Cl)c(Cl)c1)C(=O)C1=C(O)C(=O)N(CCCC(=O)O)C1. RXN SMILES: [CH3:27][N:28]1[CH2:29][CH2:30][NH:31][CH2:32][CH2:33]1.[Cl:1][c:2]1[cH:3][c:4]([CH2:5][N:6]([C:7](=[O:8])[C:9]2=[C:10]([OH:21])[C:11](=[O:20])[N:12]([CH2:14][CH2:15][CH2:16][C:17](=[O:18])[OH:19])[CH2:13]2)[CH3:22])[cH:23][cH:24][c:25]1[Cl:26]>>[Cl:1][c:2]1[cH:3][c:4]([CH2:5][N:6]([C:7](=[O:8])[C:9]2=[C:10]([OH:21])[C:11](=[O:20])[N:12]([CH2:14][CH2:15][CH2:16][C:17](=[O:19])[N:31]3[CH2:30][CH2:29][N:28]([CH3:27])[CH2:33][CH2:32]3)[CH2:13]2)[CH3:22])[cH:23][cH:24][c:25]1[Cl:26].